Dataset: the Open Reaction Database (ORD), a public repository of structured organic reaction records. Task: describe an organic reaction: reactants, conditions, products, and yield Reactants: C#CC1=CCCCC1, CCCCCCC, Cc1ccc(S(=O)(=O)Oc2cccc(C(F)(F)F)c2)cc1. Product: FC(F)(F)c1cccc(C#CC2=CCCCC2)c1. As a reaction SMILES: [C:22](#[CH:23])[C:24]1=[CH:25][CH2:26][CH2:27][CH2:28][CH2:29]1.[CH3:30][CH2:31][CH2:32][CH2:33][CH2:34][CH2:35][CH3:36].[F:1][C:2]([c:3]1[cH:4][c:5]([O:9][S:10]([c:11]2[cH:12][cH:13][c:14]([CH3:15])[cH:16][cH:17]2)(=[O:18])=[O:19])[cH:6][cH:7][cH:8]1)([F:20])[F:21]>>[F:1][C:2]([c:3]1[cH:4][c:5]([C:23]#[C:22][C:24]2=[CH:25][CH2:26][CH2:27][CH2:28][CH2:29]2)[cH:6][cH:7][cH:8]1)([F:20])[F:21].